This data is from the Open Reaction Database (ORD), a public repository of structured organic reaction records. The task is: describe an organic reaction: reactants, conditions, products, and yield Reactants: CCOc1cc(CN2CCC(N)CC2)ccc1OC, Cc1cnc(Cl)nc1Cl, OCCO. Product: CCOc1cc(CN2CCC(Nc3nc(Cl)ncc3C)CC2)ccc1OC. RXN SMILES: [CH2:10]([CH3:11])[O:12][c:13]1[cH:14][c:15]([CH2:16][N:17]2[CH2:18][CH2:19][CH:20]([NH2:23])[CH2:21][CH2:22]2)[cH:24][cH:25][c:26]1[O:27][CH3:28].[Cl:1][c:2]1[n:3][cH:4][c:5]([CH3:9])[c:6]([Cl:8])[n:7]1.[OH:29][CH2:30][CH2:31][OH:32]>>[Cl:1][c:2]1[n:3][cH:4][c:5]([CH3:9])[c:6]([NH:23][CH:20]2[CH2:19][CH2:18][N:17]([CH2:16][c:15]3[cH:14][c:13]([O:12][CH2:10][CH3:11])[c:26]([O:27][CH3:28])[cH:25][cH:24]3)[CH2:22][CH2:21]2)[n:7]1. Reported procedure: The acylated phenylalanine anilide imprint molecule was synthesized in three steps. (1) N-α-t-BOC-L-phenylalanine was coupled with 2-aminopyridine using DCC to give N-α-t-BOC-L-phenylalanine-2-aminopyridine. (2) The α-amine was then deprotected with TFA to give N-α-L-phenylalanine-2-aminopyridine. (3) To create a compound having the properties of a surfactant, the free amine was then acylated with decanoic acid using DCC to give N-α-decyl-L-phenylalanine-2-aminopyridine. The reactants are C1CCC(CC1)N=C=NC2CCCCC2 (DCC), CC(C)(C)OC(=O)N[C@@H](CC1=CC=CC=C1)C(=O)O (N-α-t-BOC-L-phenylalanine), NC1=NC=CC=C1 (2-aminopyridine). As a reaction SMILES: [CH3:1][C:2]([O:5][C:6]([NH:8][C@H:9]([C:17]([OH:19])=[O:18])[CH2:10][C:11]1[CH:16]=[CH:15][CH:14]=[CH:13][CH:12]=1)=[O:7])([CH3:4])[CH3:3].[NH2:20][C:21]1[CH:26]=[CH:25][CH:24]=[CH:23][N:22]=1.C1CCC(N=C=NC2CCCCC2)CC1>>[CH3:4][C:2]([O:5][C:6]([NH:8][C@H:9]([C:17]([OH:19])=[O:18])[CH2:10][C:11]1[CH:16]=[CH:15][CH:14]=[CH:13][CH:12]=1)=[O:7])([CH3:1])[CH3:3].[NH2:20][C:21]1[CH:26]=[CH:25][CH:24]=[CH:23][N:22]=1 |f:3.4|. Product: acylated phenylalanine anilide, CC(C)(C)OC(=O)N[C@@H](CC1=CC=CC=C1)C(=O)O.NC1=NC=CC=C1 (N-α-t-BOC-L-phenylalanine 2-aminopyridine).